Dataset: the Open Reaction Database (ORD), a public repository of structured organic reaction records. Task: describe an organic reaction: reactants, conditions, products, and yield Starting materials: BrC=1C(=NC=C(C(=O)NC2=CC=C(C=C2)OC(F)(F)F)C1)N(C)CCCO (5-bromo-6-((3-hydroxypropyl)(methyl)amino)-N-(4-(trifluoromethoxy)phenyl)nicotinamide), CC1=CC=C(C=N1)B(O)O ((6-methylpyridin-3-yl)boronic acid), C(=O)([O-])[O-].[Na+].[Na+] (Na2CO3), CCO (EtOH). Solvent: COCCOC (DME), O (water). The product is OCCCN(C1=NC=C(C=C1C=1C=NC(=CC1)C)C(=O)NC1=CC=C(C=C1)OC(F)(F)F)C (2-((3-Hydroxypropyl)(methyl)amino)-6′-methyl-N-(4-(trifluoromethoxy)phenyl)-[3,3′-bipyridine]-5-carboxamide). Reaction SMILES: Br[C:2]1[C:3]([N:22]([CH2:24][CH2:25][CH2:26][OH:27])[CH3:23])=[N:4][CH:5]=[C:6]([CH:21]=1)[C:7]([NH:9][C:10]1[CH:15]=[CH:14][C:13]([O:16][C:17]([F:20])([F:19])[F:18])=[CH:12][CH:11]=1)=[O:8].[CH3:28][C:29]1[N:34]=[CH:33][C:32](B(O)O)=[CH:31][CH:30]=1.C([O-])([O-])=O.[Na+].[Na+].CCO>COCCOC.O>[OH:27][CH2:26][CH2:25][CH2:24][N:22]([CH3:23])[C:3]1[C:2]([C:32]2[CH:33]=[N:34][C:29]([CH3:28])=[CH:30][CH:31]=2)=[CH:21][C:6]([C:7]([NH:9][C:10]2[CH:15]=[CH:14][C:13]([O:16][C:17]([F:20])([F:19])[F:18])=[CH:12][CH:11]=2)=[O:8])=[CH:5][N:4]=1 |f:2.3.4|. Procedure: A mixture of 5-bromo-6-((3-hydroxypropyl)(methyl)amino)-N-(4-(trifluoromethoxy)phenyl)nicotinamide (Stage 165.1, 92 mg, 0.189 mmol), (6-methylpyridin-3-yl)boronic acid (25.9 mg, 0.189 mmol) and Na2CO3 (60 mg, 0.566 mmol) in a mixture of DME (4.0 mL), EtOH (0.54 mL) and water (0.80 mL) was flushed with argon for 5 min. Pd(PPh3)2Cl2 was added (6.6 mg, 0.0094 mmol) and the mixture subjected to MW irradiation at 125° C. for 20 min. The vial was cooled to RT and the RM was evaporated to dryness under... Starting materials: FC1=C(C=CC=C1)NC(C1=C(C=CC=C1)N)=O (N-(2-fluorophenyl)-2-aminobenzamide), N1=CC=C(C=C1)N1CCC(C(=O)Cl)CC1 (N-(4-pyridyl)isonipecotoyl chloride). Yields the product Cl.N1=CC=C(C=C1)N1CCC(CC1)C(=O)NC1=C(C(=O)NC2=C(C=CC=C2)F)C=CC=C1 (2-[[1-(4-Pyridyl)piperidin-4-ylcarbonyl]amino]-N-(2-fluorophenyl)benzamide Hydrochloride). The yield is 34.8%. Reaction SMILES: [F:1][C:2]1[CH:7]=[CH:6][CH:5]=[CH:4][C:3]=1[NH:8][C:9](=[O:17])[C:10]1[CH:15]=[CH:14][CH:13]=[CH:12][C:11]=1[NH2:16].[N:18]1[CH:23]=[CH:22][C:21]([N:24]2[CH2:32][CH2:31][CH:27]([C:28]([Cl:30])=[O:29])[CH2:26][CH2:25]2)=[CH:20][CH:19]=1>>[ClH:30].[N:18]1[CH:23]=[CH:22][C:21]([N:24]2[CH2:25][CH2:26][CH:27]([C:28]([NH:16][C:11]3[CH:12]=[CH:13][CH:14]=[CH:15][C:10]=3[C:9]([NH:8][C:3]3[CH:4]=[CH:5][CH:6]=[CH:7][C:2]=3[F:1])=[O:17])=[O:29])[CH2:31][CH2:32]2)=[CH:20][CH:19]=1 |f:2.3|. Procedure details: Using the procedure described in Example 138, N-(2-fluorophenyl)-2-aminobenzamide (0.89 mmol) and N-(4-pyridyl)isonipecotoyl chloride (2.23 mmol), purifying with RPHPLC Method A, yielded 141 mg (35%) of the title compound. Starting materials: FC(C(=O)OC(C(F)(F)F)=O)(F)F (Trifluoroacetic anhydride), [N+](=O)([O-])C=1C=C2C=CNC2=CC1 (5-nitro-1H-indole), O (water). The solvent is CN(C=O)C (dimethylformamide). Product: [N+](=O)([O-])C=1C=C2C(=CNC2=CC1)C(=O)O (5-Nitro-1H-indole-3-carboxylic acid). RXN SMILES: FC(F)(F)C([O:5][C:6](=[O:11])[C:7](F)(F)F)=O.[N+:14]([C:17]1[CH:18]=[C:19]2[C:23](=[CH:24][CH:25]=1)[NH:22][CH:21]=C2)([O-:16])=[O:15].O>CN(C)C=O>[N+:14]([C:17]1[CH:25]=[C:24]2[C:23](=[CH:19][CH:18]=1)[NH:22][CH:21]=[C:7]2[C:6]([OH:5])=[O:11])([O-:16])=[O:15]. Procedure: Trifluoroacetic anhydride (21.37 g) was added dropwise to a chilled solution of 5-nitro-1H-indole (15.0 g) in dry dimethylformamide (150 ml) under a dry N2 atmosphere. The solution was allowed to warm to room temperature, and was then heated at reflux for 24 hours. The reaction mixture was cooled and poured into water (500 ml) and the resulting dark brown precipitate was filtered, suspended in water (200 ml) containing sodium hydroxide (50.0 g), and heated at reflux for 3 hours. The dark brown s... As a reaction SMILES: [CH2:11]([N:12]=[C:13]=[N:14][CH2:15][CH2:16][CH2:17][N:18]([CH3:19])[CH3:20])[CH3:21].[CH3:1][N:2]([c:3]1[cH:4][cH:5][cH:6][cH:7][n:8]1)[CH3:9].[Cl:63][CH2:64][Cl:65].[ClH:10].[OH:31][CH2:32][N:33]1[C:34](=[O:62])[C:35]([c:52]2[cH:53][n:54]([CH3:61])[c:55]3[cH:56][cH:57][cH:58][cH:59][c:60]23)=[C:36]([c:39]2[cH:40][n:41]([CH3:51])[c:42]3[cH:43][c:44]([N+:48](=[O:49])[O-:50])[cH:45][cH:46][c:47]23)[C:37]1=[O:38].[cH:22]1[cH:23][c:24]([C:28](=[O:29])[OH:30])[cH:25][cH:26][n:27]1>>[cH:22]1[cH:23][c:24]([C:28]([O:29][CH2:32][N:33]2[C:34](=[O:62])[C:35]([c:52]3[cH:53][n:54]([CH3:61])[c:55]4[cH:56][cH:57][cH:58][cH:59][c:60]34)=[C:36]([c:39]3[cH:40][n:41]([CH3:51])[c:42]4[cH:43][c:44]([N+:48](=[O:49])[O-:50])[cH:45][cH:46][c:47]34)[C:37]2=[O:38])=[O:30])[cH:25][cH:26][n:27]1. The reactants are CCN=C=NCCCN(C)C, CN(C)c1ccccn1, ClCCl, Cl, Cn1cc(C2=C(c3cn(C)c4cc([N+](=O)[O-])ccc34)C(=O)N(CO)C2=O)c2ccccc21, O=C(O)c1ccncc1. Product: Cn1cc(C2=C(c3cn(C)c4cc([N+](=O)[O-])ccc34)C(=O)N(COC(=O)c3ccncc3)C2=O)c2ccccc21. Reported procedure: A mixture of 3-chloro-4-trifluoromethylaniline [20 g; described in British Patent Specification No. 459,890] and hydrochloric acid (d:1.18; 12 ml) was suspended in water (600 ml). Chlorine gas (from 13 ml of liquid chlorine) was then passed into the stirred suspension with heating at reflux. On completion of the addition of chlorine gas, stirring was continued for a further 15 minutes. After cooling, the solution thus obtained was extracted with dichloromethane (3×250 ml). The combined organic e... Run in O (water). Reaction conditions: time 15 minute. The product is ClC1=C(N)C(=CC(=C1Cl)C(F)(F)F)Cl (2,3,6-trichloro-4-trifluoromethylaniline). RXN SMILES: [Cl:1][C:2]1[CH:3]=[C:4]([CH:6]=[CH:7][C:8]=1[C:9]([F:12])([F:11])[F:10])[NH2:5].[ClH:13].[Cl:14]Cl>O>[Cl:13][C:3]1[C:2]([Cl:1])=[C:8]([C:9]([F:10])([F:11])[F:12])[CH:7]=[C:6]([Cl:14])[C:4]=1[NH2:5]. Reactants: ClC=1C=C(N)C=CC1C(F)(F)F (3-chloro-4-trifluoromethylaniline), ClCl (chlorine), Cl (hydrochloric acid), ClCl (Chlorine). The reactants are CCOCC, ClCCl, CC1=C(CC(=O)O)c2cc(F)ccc2C1, [K+], NC(=O)NCN=O, N#N, [OH-]. Yields the product COC(=O)CC1=C(C)Cc2ccc(F)cc21. Reaction SMILES: [CH2:30]([O:31][CH2:32][CH3:33])[CH3:34].[Cl:27][CH2:28][Cl:29].[F:10][c:11]1[cH:12][c:13]2[c:17]([cH:18][cH:19]1)[CH2:16][C:15]([CH3:20])=[C:14]2[CH2:21][C:22](=[O:23])[OH:24].[K+:9].[N:1]([CH2:2][NH:3][C:5]([NH2:4])=[O:6])=[O:7].[N:25]#[N:26].[OH-:8]>>[CH3:5][O:6][C:22]([CH2:21][C:14]1=[C:15]([CH3:20])[CH2:16][c:17]2[c:13]1[cH:12][c:11]([F:10])[cH:19][cH:18]2)=[O:23]. Starting materials: CC(=O)OC(C)(C)C, C1CCOC1, CCCCC, CN(C)P(=O)(N(C)C)N(C)C, [Li]CCCC, CC(C)NC(C)C, CC(C)CCCC(C)CI. Yields the product CC(C)CCCC(C)CCC(=O)OC(C)(C)C. As a reaction SMILES: [C:13]([CH3:14])(=[O:15])[O:16][C:17]([CH3:18])([CH3:19])[CH3:20].[CH2:31]1[O:32][CH2:33][CH2:34][CH2:35]1.[CH3:36][CH2:37][CH2:38][CH2:39][CH3:40].[CH3:41][N:42]([CH3:43])[P:44]([N:45]([CH3:46])[CH3:47])([N:48]([CH3:49])[CH3:50])=[O:51].[CH3:8][CH2:9][CH2:10][CH2:11][Li:12].[CH:1]([NH:2][CH:3]([CH3:4])[CH3:5])([CH3:6])[CH3:7].[I:21][CH2:22][CH:23]([CH2:24][CH2:25][CH2:26][CH:27]([CH3:28])[CH3:29])[CH3:30]>>[C:13]([CH2:14][CH2:22][CH:23]([CH2:24][CH2:25][CH2:26][CH:27]([CH3:28])[CH3:29])[CH3:30])(=[O:15])[O:16][C:17]([CH3:18])([CH3:19])[CH3:20].